Task: describe an organic reaction: reactants, conditions, products, and yield. Dataset: the Open Reaction Database (ORD), a public repository of structured organic reaction records Reactants: CC(C)(C)c1ccc(-c2c(C(=O)c3ccccn3)cnc3c(C(F)(F)F)cccc23)cc1, O=C(c1ccccc1)c1cnc2c(C(F)(F)F)cccc2c1-c1ccccc1. Yields the product CC(C)(C)c1ccc(-c2c(Cc3ccccn3)cnc3c(C(F)(F)F)cccc23)cc1. Reaction SMILES: [C:1]([CH3:2])([CH3:3])([CH3:4])[c:5]1[cH:6][cH:7][c:8](-[c:11]2[c:12]([C:25](=[O:26])[c:27]3[n:28][cH:29][cH:30][cH:31][cH:32]3)[cH:13][n:14][c:15]3[c:16]([C:21]([F:22])([F:23])[F:24])[cH:17][cH:18][cH:19][c:20]23)[cH:9][cH:10]1.[c:33]1([C:34]([c:35]2[cH:36][n:37][c:38]3[c:39]([c:40]2-[c:41]2[cH:42][cH:43][cH:44][cH:45][cH:46]2)[cH:47][cH:48][cH:49][c:50]3[C:51]([F:52])([F:53])[F:54])=[O:55])[cH:56][cH:57][cH:58][cH:59][cH:60]1>>[C:1]([CH3:2])([CH3:3])([CH3:4])[c:5]1[cH:6][cH:7][c:8](-[c:11]2[c:12]([CH2:25][c:27]3[n:28][cH:29][cH:30][cH:31][cH:32]3)[cH:13][n:14][c:15]3[c:16]([C:21]([F:22])([F:23])[F:24])[cH:17][cH:18][cH:19][c:20]23)[cH:9][cH:10]1. As a reaction SMILES: [C:1]1([CH2:7][CH2:8][CH2:9][CH2:10][CH2:11][CH2:12][CH2:13][CH2:14][CH2:15][CH2:16][CH2:17][CH2:18][CH2:19][CH2:20][CH2:21][CH2:22][CH2:23][CH2:24]Br)[CH:6]=[CH:5][CH:4]=[CH:3][CH:2]=1.[CH2:26]([NH2:29])[CH2:27][NH2:28]>C(O)C.CCOCC>[C:1]1([CH2:7][CH2:8][CH2:9][CH2:10][CH2:11][CH2:12][CH2:13][CH2:14][CH2:15][CH2:16][CH2:17][CH2:18][CH2:19][CH2:20][CH2:21][CH2:22][CH2:23][CH2:24][NH:28][CH2:27][CH2:26][NH2:29])[CH:6]=[CH:5][CH:4]=[CH:3][CH:2]=1. Solvent: C(C)O (ethanol), CCOCC (ether). Starting materials: C1(=CC=CC=C1)CCCCCCCCCCCCCCCCCCBr (phenylstearyl bromide), C(CN)N (ethylene diamine). Procedure details: A solution of 15.8 grams (0.04 mole) of phenylstearyl bromide and 19.25 grams (0.32 mole) of ethylene diamine in 250 ml of ethanol was refluxed for 3 hours. The alcohol solvent was removed under reduced pressure and the resulting mixture separated into two layers. The lower layer was removed and 100 ml of water added to the top layer. The oily layer which then formed was dissolved in ether and washed free of residual ethylene diamine with water. The ether solution was dried over anhydrous sodium... The product is C1(=CC=CC=C1)CCCCCCCCCCCCCCCCCCNCCN (N-phenylstearyl ethylene diamine).